This data is from the Open Reaction Database (ORD), a public repository of structured organic reaction records. The task is: describe an organic reaction: reactants, conditions, products, and yield The reactants are methyl ester, C[Sn](C1=CC=C(C2=CC=CC=C12)C(=O)OC)(C)C (Methyl 4-(trimethylstannyl)-1-naphthoate), BrC1=NC(=CC=C1)C (2-bromo-6-methylpyridine), 8. The product is CC1=CC=CC(=N1)C1=CC=C(C2=CC=CC=C12)C(=O)O (4-(6-Methylpyridin-2-yl)-1-naphthoic acid). As a reaction SMILES: C[Sn](C)(C)[C:3]1[C:12]2[C:7](=[CH:8][CH:9]=[CH:10][CH:11]=2)[C:6]([C:13]([O:15]C)=[O:14])=[CH:5][CH:4]=1.Br[C:20]1[CH:25]=[CH:24][CH:23]=[C:22]([CH3:26])[N:21]=1>>[CH3:26][C:22]1[N:21]=[C:20]([C:3]2[C:12]3[C:7](=[CH:8][CH:9]=[CH:10][CH:11]=3)[C:6]([C:13]([OH:15])=[O:14])=[CH:5][CH:4]=2)[CH:25]=[CH:24][CH:23]=1. Reported procedure: The title compound was prepared from D7 and 2-bromo-6-methylpyridine using a similar method to Description 8 (45%), followed by hydrolysis of the methyl ester using 1M NaOH solution (69%) to afford a white solid. Starting materials: [O-]S(=O)[O-].[Na+].[Na+] (Na2SO3), C(C=C)NC1=NC(=C(C2=CC(=CC=C12)OC)C1=CC=CC=C1)C#N ((allylamino)-6-methoxy-4-phenylisoquinoline-3-carbonitrile), CC(=O)C (acetone), C[N+]1(CCOCC1)[O-] (NMO). The reagents and catalysts are O=[Os](=O)(=O)=O (OsO4). Solvent: 2-Me 2-propanol, O (water), C([O-])(O)=O.[Na+] (sodium bicarbonate). Conditions: time 19 hour. Yields the product OC(CNC1=NC(=C(C2=CC(=CC=C12)OC)C1=CC=CC=C1)C#N)CO (1-[(2,3-dihydroxypropyl)amino]-6-methoxy-4-phenylisoquinoline-3-carbonitrile). Reaction SMILES: C([NH:4][C:5]1[C:14]2[C:9](=[CH:10][C:11]([O:15][CH3:16])=[CH:12][CH:13]=2)[C:8]([C:17]2[CH:22]=[CH:21][CH:20]=[CH:19][CH:18]=2)=[C:7]([C:23]#[N:24])[N:6]=1)C=C.[CH3:25][C:26]([CH3:28])=[O:27].C[N+]1([O-])CC[O:33]CC1.[O-]S([O-])=O.[Na+].[Na+]>C(=O)(O)[O-].[Na+].O=[Os](=O)(=O)=O.O>[OH:27][CH:26]([CH2:28][OH:33])[CH2:25][NH:4][C:5]1[C:14]2[C:9](=[CH:10][C:11]([O:15][CH3:16])=[CH:12][CH:13]=2)[C:8]([C:17]2[CH:22]=[CH:21][CH:20]=[CH:19][CH:18]=2)=[C:7]([C:23]#[N:24])[N:6]=1 |f:3.4.5,6.7|. Procedure details: To a solution of 95 mg of (allylamino)-6-methoxy-4-phenylisoquinoline-3-carbonitrile in 9 ml, acetone and 3.5 mL water were added 0.36 ml OsO4 soln (2.5% in 2-Me-2-propanol) and 42 mg of NMO. The reaction was stirred at room temp for 19 h, then diluted with 1:1 saturated aqueous sodium bicarbonate:saturated aqueous Na2SO3. The mixture was partitioned between EA and saturated aqueous sodium bicarbonate, and the organic solution was washed once with brine. The combined aqueous solution were extrac... The reactants are Fc1cc(-c2ncco2)c(F)cc1CBr, O=C([O-])[O-], O=S(=O)(NC1CCCCC1CO)c1ccc(Cl)cc1, O=S(=O)(c1ccc(Cl)cc1)N(Cc1ccc(-c2ncco2)c(F)c1F)C1CCCCC1CO, [Cs+], [Cs+]. Product: O=S(=O)(c1ccc(Cl)cc1)N(Cc1cc(F)c(-c2ncco2)cc1F)C1CCCCC1CO. As a reaction SMILES: [Br:26][CH2:27][c:28]1[cH:29][c:30]([F:40])[c:31](-[c:35]2[o:36][cH:37][cH:38][n:39]2)[cH:32][c:33]1[F:34].[C:20](=[O:21])([O-:22])[O-:23].[Cl:1][c:2]1[cH:3][cH:4][c:5]([S:8](=[O:9])(=[O:10])[NH:11][CH:12]2[CH:13]([CH2:18][OH:19])[CH2:14][CH2:15][CH2:16][CH2:17]2)[cH:6][cH:7]1.[Cl:41][c:42]1[cH:43][cH:44][c:45]([S:46]([N:47]([CH2:48][c:49]2[cH:50][cH:51][c:52](-[c:53]3[o:54][cH:55][cH:56][n:57]3)[c:58]([F:59])[c:60]2[F:61])[CH:62]2[CH2:63][CH2:64][CH2:65][CH2:66][CH:67]2[CH2:68][OH:69])(=[O:70])=[O:71])[cH:72][cH:73]1.[Cs+:24].[Cs+:25]>>[Cl:1][c:2]1[cH:3][cH:4][c:5]([S:8](=[O:9])(=[O:10])[N:11]([CH:12]2[CH:13]([CH2:18][OH:19])[CH2:14][CH2:15][CH2:16][CH2:17]2)[CH2:27][c:28]2[cH:29][c:30]([F:40])[c:31](-[c:35]3[o:36][cH:37][cH:38][n:39]3)[cH:32][c:33]2[F:34])[cH:6][cH:7]1. Reactants: lactone, ( g ), ClC1(CC(C1)=O)Cl (dichlorocyclobutanone), compound ( b ), ClC(=C=O)Cl (dichloroketene), [N+](=[N-])=C (diazomethane), compound ( g ), peroxide, ClC1=CC(=CC=C1)C(=O)OO (3-chloroperbenzoic acid), C(O)([O-])=O.[Na+] (sodium hydrogen carbonate), ( h ), monochloro, ClC(C(=O)Cl)(Cl)Cl (trichloroacetyl chloride). The reagents and catalysts are [Zn] (zinc). Solvent: ClCCl (dichloromethane), C(C)(=O)O (acetic acid). The product is C1(CCCC1)=O (cyclopentanone), ClC1(CC(C1)=O)Cl (dichlorocyclobutanone). Reaction SMILES: ClC(Cl)(Cl)C(Cl)=O.[Cl:8][C:9]1([Cl:14])[CH2:12][C:11](=[O:13])[CH2:10]1.ClC1[CH:21]=[CH:20][CH:19]=[C:18]([C:22]([O:24]O)=O)C=1.C(=O)([O-])O.[Na+].ClC(Cl)=C=O.[N+](=C)=[N-]>[Zn].ClCCl.C(O)(=O)C>[C:22]1(=[O:24])[CH2:18][CH2:19][CH2:20][CH2:21]1.[Cl:8][C:9]1([Cl:14])[CH2:12][C:11](=[O:13])[CH2:10]1 |f:3.4|. Procedure: The compound (b) is reacted with trichloroacetyl chloride in a solvent such as diethyl ether, dimethoxyethane or tetrahydrofuran to give the dichlorocyclobutanone compound (f) (Alternatively, when it is reacted with diacetyl chloride, a monochloro-compound is obtained. The monochloro-compound can also be obtained by reacting with trichloroacetyl chloride, followed by treating with acetic acid.), and then the product is treated with a reducing agent such as zinc dust, whereby the cyclobutanone co... Reaction SMILES: [CH3:22][O:23][CH:24]([CH2:25][NH:26][CH:27]1[CH2:28][CH2:29][CH2:30][CH2:31][CH2:32]1)[O:33][CH3:34].[F:1][c:2]1[cH:3][c:4]([CH2:5][CH2:6][O:7][CH2:8][CH2:9][C:10](=[O:11])[OH:12])[cH:13][c:14](-[c:16]2[cH:17][n:18][n:19]([CH3:21])[cH:20]2)[cH:15]1>>[F:1][c:2]1[cH:3][c:4]([CH2:5][CH2:6][O:7][CH2:8][CH2:9][C:10](=[O:12])[N:26]([CH2:25][CH:24]([O:23][CH3:22])[O:33][CH3:34])[CH:27]2[CH2:28][CH2:29][CH2:30][CH2:31][CH2:32]2)[cH:13][c:14](-[c:16]2[cH:17][n:18][n:19]([CH3:21])[cH:20]2)[cH:15]1. The reactants are COC(CNC1CCCCC1)OC, Cn1cc(-c2cc(F)cc(CCOCCC(=O)O)c2)cn1. Yields the product COC(CN(C(=O)CCOCCc1cc(F)cc(-c2cnn(C)c2)c1)C1CCCCC1)OC.